Dataset: the Open Reaction Database (ORD), a public repository of structured organic reaction records. Task: describe an organic reaction: reactants, conditions, products, and yield Reactants: COc1ccc(-c2ccnc(C)c2)cc1, ClC(Cl)Cl, O=C(OO)c1cccc(Cl)c1. The product is COc1ccc(-c2cc[n+]([O-])c(C)c2)cc1. RXN SMILES: [CH3:1][O:2][c:3]1[cH:4][cH:5][c:6](-[c:9]2[cH:10][c:11]([CH3:15])[n:12][cH:13][cH:14]2)[cH:7][cH:8]1.[CH:27]([Cl:28])([Cl:29])[Cl:30].[Cl:16][c:17]1[cH:18][cH:19][cH:20][c:21]([C:22]([O:23][OH:25])=[O:24])[cH:26]1>>[CH3:1][O:2][c:3]1[cH:4][cH:5][c:6](-[c:9]2[cH:10][c:11]([CH3:15])[n+:12]([O-:24])[cH:13][cH:14]2)[cH:7][cH:8]1. The reactants are C1CCOC1, CNC(=O)c1cnc(N2CCN(C)CC2)cc1-c1ccccc1C, C[Si](C)(C)[N-][Si](C)(C)C, FC(F)(F)c1cc(CBr)cc(C(F)(F)F)c1, [K+], O. The product is Cc1ccccc1-c1cc(N2CCN(C)CC2)ncc1C(=O)N(C)Cc1cc(C(F)(F)F)cc(C(F)(F)F)c1. As a reaction SMILES: [CH2:52]1[O:53][CH2:54][CH2:55][CH2:56]1.[CH3:1][NH:2][C:3]([c:4]1[cH:5][n:6][c:7]([N:17]2[CH2:18][CH2:19][N:20]([CH3:23])[CH2:21][CH2:22]2)[cH:8][c:9]1-[c:10]1[c:11]([CH3:16])[cH:12][cH:13][cH:14][cH:15]1)=[O:24].[CH3:25][Si:26]([N-:27][Si:28]([CH3:29])([CH3:30])[CH3:31])([CH3:32])[CH3:33].[F:35][C:36]([c:37]1[cH:38][c:39]([CH2:40][Br:41])[cH:42][c:43]([C:45]([F:46])([F:47])[F:48])[cH:44]1)([F:49])[F:50].[K+:34].[OH2:51]>>[CH3:1][N:2]([C:3]([c:4]1[cH:5][n:6][c:7]([N:17]2[CH2:18][CH2:19][N:20]([CH3:23])[CH2:21][CH2:22]2)[cH:8][c:9]1-[c:10]1[c:11]([CH3:16])[cH:12][cH:13][cH:14][cH:15]1)=[O:24])[CH2:40][c:39]1[cH:38][c:37]([C:36]([F:35])([F:49])[F:50])[cH:44][c:43]([C:45]([F:46])([F:47])[F:48])[cH:42]1. Yields the product ClC1=C(C(=C(C(=O)O)C=C1)S(=O)(=O)C)OCC(F)(F)F (4-chloro-2-methylsulphonyl-3-(2,2,2-trifluoroethoxy)benzoic acid). Reactants: [H-].[Na+] (Sodium hydride), resultant mixture, FC(CO)(F)F (2.2,2-trifluoroethanol), Cl (HCl), ClC1=C(C(=C(C(=O)O)C=C1)S(=O)(=O)C)F (4-chloro-3-fluoro-2-methylsulphonylbenzoic acid). RXN SMILES: [H-].[Na+].[F:3][C:4]([F:8])([F:7])[CH2:5][OH:6].[Cl:9][C:10]1[CH:18]=[CH:17][C:13]([C:14]([OH:16])=[O:15])=[C:12]([S:19]([CH3:22])(=[O:21])=[O:20])[C:11]=1F.Cl>C1COCC1>[Cl:9][C:10]1[CH:18]=[CH:17][C:13]([C:14]([OH:16])=[O:15])=[C:12]([S:19]([CH3:22])(=[O:21])=[O:20])[C:11]=1[O:6][CH2:5][C:4]([F:8])([F:7])[F:3] |f:0.1|. Reported procedure: Sodium hydride (1.05 g of 80% powder) was suspended in THF and to this was added a solution of 2.2,2-trifluoroethanol (1.9 g) in THF, followed by a solution of 4-chloro-3-fluoro-2-methylsulphonylbenzoic acid (4 g) in THF. The resultant mixture was stirred for 2 hours and then acidified with 2M HCl. The mixture was extracted with ether, washed with water, dried (anhydrous magnesium sulphate) and filtered. The filtrate was evaporated to dryness yielding 4-chloro-2-methylsulphonyl-3-(2,2,2-trifluor... The solvent is C1CCOC1 (THF), C1CCOC1 (THF), C1CCOC1 (THF). Yield: 99.9%. The reactants are COc1ccc2c(Oc3ccc(OCCN4CCCCC4)cc3)c(-c3ccc(SC)s3)ccc2c1, CO, C1CCOC1, O. Yields the product COc1ccc2c(Oc3ccc(OCCN4CCCCC4)cc3)c(-c3ccc(S(C)=O)s3)ccc2c1. RXN SMILES: [CH3:1][O:2][c:3]1[cH:4][c:5]2[cH:6][cH:7][c:8](-[c:29]3[s:30][c:31]([S:34][CH3:35])[cH:32][cH:33]3)[c:9]([O:13][c:14]3[cH:15][cH:16][c:17]([O:18][CH2:19][CH2:20][N:21]4[CH2:22][CH2:23][CH2:24][CH2:25][CH2:26]4)[cH:27][cH:28]3)[c:10]2[cH:11][cH:12]1.[CH3:41][OH:42].[O:36]1[CH2:37][CH2:38][CH2:39][CH2:40]1.[OH2:43]>>[CH3:1][O:2][c:3]1[cH:4][c:5]2[cH:6][cH:7][c:8](-[c:29]3[s:30][c:31]([S:34]([CH3:35])=[O:36])[cH:32][cH:33]3)[c:9]([O:13][c:14]3[cH:15][cH:16][c:17]([O:18][CH2:19][CH2:20][N:21]4[CH2:22][CH2:23][CH2:24][CH2:25][CH2:26]4)[cH:27][cH:28]3)[c:10]2[cH:11][cH:12]1. Reactants: BrCCCCN1CSCC1=O (3-(4-bromobutyl)-4-thiazolidinone), Cl.Cl.ClC1=C(C=CC=C1)N1CCNCC1 (1-(2-chlorophenyl)piperazine dihydrochloride), C(=O)([O-])[O-].[K+].[K+] (K2CO3), [Na+].[I-] (NaI). Solvent: CC#N (CH3CN). Product: Cl.ClC=1C=C(C=CC1)N1CCN(CC1)CCCCN1CSCC1=O (3-[4-[1-(3-Chlorophenyl)-4-piperazinyl]butyl]-4-thiazolidinone hydrochloride). Reaction SMILES: Br[CH2:2][CH2:3][CH2:4][CH2:5][N:6]1[C:10](=[O:11])[CH2:9][S:8][CH2:7]1.[ClH:12].Cl.[Cl:14][C:15]1[CH:20]=[CH:19][CH:18]=[CH:17][C:16]=1[N:21]1[CH2:26][CH2:25][NH:24][CH2:23][CH2:22]1.C([O-])([O-])=O.[K+].[K+].[Na+].[I-]>CC#N>[ClH:14].[Cl:12][C:20]1[CH:15]=[C:16]([N:21]2[CH2:26][CH2:25][N:24]([CH2:2][CH2:3][CH2:4][CH2:5][N:6]3[C:10](=[O:11])[CH2:9][S:8][CH2:7]3)[CH2:23][CH2:22]2)[CH:17]=[CH:18][CH:19]=1 |f:1.2.3,4.5.6,7.8,10.11|. Procedure: To a solution of 3-(4-bromobutyl)-4-thiazolidinone (3.0 g) and 1-(2-chlorophenyl)piperazine dihydrochloride (3.4 g) in 100 ml of anhydrous CH3CN were added K2CO3 (8.7 g) and NaI (200 mg). The mixture was heated at 80° with stirring under N2. Reactants: NC1=NC=CC=C1O (2-amino-3-hydroxypyridine), CN(C=O)C (dimethylformamide), C([O-])([O-])=O.[K+].[K+] (potassium carbonate), BrCCC (1-bromopropane). Solvent: CCOCC (ether), O (water). Conditions: temperature 50 celsius, time 8 hour. Yields the product NC1=NC=CC=C1OCCC (2-amino-3-propoxypyridine). Isolated yield 24.1%. RXN SMILES: [NH2:1][C:2]1[C:7]([OH:8])=[CH:6][CH:5]=[CH:4][N:3]=1.CN(C)C=O.C(=O)([O-])[O-].[K+].[K+].Br[CH2:21][CH2:22][CH3:23]>CCOCC.O>[NH2:1][C:2]1[C:7]([O:8][CH2:21][CH2:22][CH3:23])=[CH:6][CH:5]=[CH:4][N:3]=1 |f:2.3.4|. Procedure: A reaction flask was loaded with 2-amino-3-hydroxypyridine (12 g), dimethylformamide (75 ml), and potassium carbonate (18 g), and they were mixed. The temperature was raised to 50° C. To this mixture, 1-bromopropane (16.1 g) was dropwise added in 30 minutes. After stirring at 50° C. overnight, water and ether were added to the mixture, followed by stirring. The organic layer was collected from this, and washed with water, and then condensed to give 2-amino-3-propoxypyridine (4.0 g). Starting materials: COC(N[C@@H](CC1=C(C=CC=C1)Br)C(NCCCC[C@@H](COP(=O)(O)O)N(CC(C)C)S(=O)(=O)C1=CC=C(C=C1)N)=O)=O ((1S,5S)-[1-{5-[(4-amino-benzenesulfonyl)-isobutyl-amino]-6-phosphonooxy-hexylcarbamoyl}-2-(2-bromo-phenyl)-ethyl]-carbamic acid methyl ester), C1=CC(=CC=C1C[C@@H](C(=O)O)N)Br (L-4-bromophenylalanine). Yields the product COC(N[C@@H](CC1=CC=C(C=C1)Br)C(NCCCC[C@@H](COP(=O)(O)O)N(CC(C)C)S(=O)(=O)C1=CC=C(C=C1)N)=O)=O ((1S,5S) [1-{5-[(4-amino-benzenesulfonyl)-isobutyl-amino]-6-phosphonooxy-hexylcarbamoyl}-2-(4-bromo-phenyl)-ethyl]-carbamic acid methyl ester). Isolated yield 28.0%. Reaction SMILES: [CH3:1][O:2][C:3](=[O:43])[NH:4][C@H:5]([C:14](=[O:42])[NH:15][CH2:16][CH2:17][CH2:18][CH2:19][C@H:20]([N:27]([S:32]([C:35]1[CH:40]=[CH:39][C:38]([NH2:41])=[CH:37][CH:36]=1)(=[O:34])=[O:33])[CH2:28][CH:29]([CH3:31])[CH3:30])[CH2:21][O:22][P:23]([OH:26])([OH:25])=[O:24])[CH2:6][C:7]1[CH:12]=[CH:11][CH:10]=[CH:9][C:8]=1Br.C1C(C[C@H](N)C(O)=O)=CC=C([Br:56])C=1>>[CH3:1][O:2][C:3](=[O:43])[NH:4][C@H:5]([C:14](=[O:42])[NH:15][CH2:16][CH2:17][CH2:18][CH2:19][C@H:20]([N:27]([S:32]([C:35]1[CH:40]=[CH:39][C:38]([NH2:41])=[CH:37][CH:36]=1)(=[O:33])=[O:34])[CH2:28][CH:29]([CH3:30])[CH3:31])[CH2:21][O:22][P:23]([OH:26])([OH:25])=[O:24])[CH2:6][C:7]1[CH:12]=[CH:11][C:10]([Br:56])=[CH:9][CH:8]=1. Procedure: This derivative was synthesized using the procedure described for the preparation of (1S,5S)-[1-{5-[(4-amino-benzenesulfonyl)-isobutyl-amino]-6-phosphonooxy-hexylcarbamoyl}-2-(2-bromo-phenyl)-ethyl]-carbamic acid methyl ester (example 4, steps A and B) using L-4-bromophenylalanine (Peptech Corp.) instead of L-2-bromophenylalanine. The desired material was obtained in 28% yield (25 mg) Reactants: CC(C)(C)OC(=O)N, COC(=O)C1=NC=C(C=N1)Br. Reagents/catalysts: C(=O)([O-])[O-].[Cs+].[Cs+], CC1(C2=C(C(=CC=C2)P(C3=CC=CC=C3)C4=CC=CC=C4)OC5=C1C=CC=C5P(C6=CC=CC=C6)C7=CC=CC=C7)C, CC(=O)O.CC(=O)O.[Pd]. Run in C1COCCO1. Conditions: temperature 90 celsius. The product is CC(C)(C)OC(=O)NC1=CN=C(N=C1)C(=O)OC. Isolated yield 60.8%. Procedure details: The methyl 5-bromopyrimidine-2-carboxylate (1 g, 4.61 mmol), tert-butyl carbamate (0.756 g, 6.45 mmol), diacetoxypalladium (0.052 g, 0.23 mmol), (9,9-dimethyl-9H-xanthene-4,5-diyl)bis(diphenylphosphine) (0.267 g, 0.46 mmol), cesium carbonate (2.252 g, 6.91 mmol) and dioxane (15 mL) were placed and sealed into a microwave tube. The reaction was degased, purged with argon and heated to 90 °C (oil bath) over a period of 7 hours .  The mixture was poured in water, extracted with ethyl acetate (x2). ... Reactants: OC1=C(C=C(C=C1)Br)NC(C1=C(C=CC(=C1)[N+](=O)[O-])F)=O (N-(2-hydroxy-5-bromophenyl)-2-fluoro-5-nitrobenzamide), O.C1(=CC=C(C=C1)S(=O)(=O)O)C (p-toluenesulfonic acid monohydrate). Procedure: Prepared by the method of Example 15c), from N-(2-hydroxy-5-bromophenyl)-2-fluoro-5-nitrobenzamide (11.0 g, 0.03 mol) and p-toluenesulfonic acid monohydrate (11.88 g, 0.06 mol) the subtitle compound was obtained (6 g, 58%). 1H NMR (DMSO) δ 8.98(dd, 1H), 8.54(m, 1H), 8.19(d, 1H), 7.97(d, 1H), 7.81(m, 4H), 7.52(t, 2H), 7.42(d, 1H). Product: [N+](=O)([O-])C=1C=C(C(=CC1)F)C=1OC2=C(N1)C=C(C=C2)C2=CC=CC=C2 (2-(3-Nitro-6-fluorophenyl)-5-phenylbenzoxazole). Reaction SMILES: O[C:2]1[CH:7]=[CH:6][C:5](Br)=[CH:4][C:3]=1[NH:9][C:10](=[O:21])[C:11]1[CH:16]=[C:15]([N+:17]([O-:19])=[O:18])[CH:14]=[CH:13][C:12]=1[F:20].O.[C:23]1(C)[CH:28]=[CH:27][C:26](S(O)(=O)=O)=[CH:25][CH:24]=1>>[N+:17]([C:15]1[CH:16]=[C:11]([C:10]2[O:21][C:2]3[CH:7]=[CH:6][C:5]([C:23]4[CH:28]=[CH:27][CH:26]=[CH:25][CH:24]=4)=[CH:4][C:3]=3[N:9]=2)[C:12]([F:20])=[CH:13][CH:14]=1)([O-:19])=[O:18] |f:1.2|.